From a dataset of the Open Reaction Database (ORD), a public repository of structured organic reaction records. describe an organic reaction: reactants, conditions, products, and yield Reactants: C1(CC(C(CC1)C(C)C)C(=O)Cl)C (p-menth-3-oyl chloride), C(O)CN (ethanolamine). Yields the product OCCNC(=O)C1CC(CCC1C(C)C)C (N-(2-hydroxyethyl)-p-menthane-3-carboxamide). Procedure: A solution of p-menth-3-oyl chloride prepared as in Example 1 (4.0g., 0.020 moles) in chloroform (30 ml.) was added dropwise to a stirred solution of ethanolamine (3 g., 0.043 moles) in chloroform (50 ml.). The reaction mixture becomes warm, goes cloudy and finally a yellow oil starts to separate out. After stirring for 2 hours at room temperature the mixture was poured into water. The organic layer was separated, washed with dilute H2SO4, and dried (MgSO4). Removal of the solvent left a viscous... Run in C(Cl)(Cl)Cl (chloroform), C(Cl)(Cl)Cl (chloroform). Conditions: time 2 hour. Reaction SMILES: [CH:1]1([CH3:13])[CH2:6][CH2:5][CH:4]([CH:7]([CH3:9])[CH3:8])[CH:3]([C:10](Cl)=[O:11])[CH2:2]1.[CH2:14]([CH2:16][NH2:17])[OH:15]>C(Cl)(Cl)Cl>[OH:15][CH2:14][CH2:16][NH:17][C:10]([CH:3]1[CH:4]([CH:7]([CH3:9])[CH3:8])[CH2:5][CH2:6][CH:1]([CH3:13])[CH2:2]1)=[O:11]. Reactants: N(=O)[O-].[Na+] (sodium nitrite), C1(=CC=CC=C1)C(CC1=NC=CC=C1)=O (1-phenyl-2-pyridin-2-ylethanone), C([O-])([O-])=O.[Na+].[Na+] (sodium carbonate), Cl (hydrochloric acid). The solvent is O (water), O (water). Run at time 2 hour. The product is C1(=CC=CC=C1)C(C(=NO)C1=NC=CC=C1)=O (1-Phenyl-2-pyridin-2-ylethane-1,2-dione 2-oxime). Reaction SMILES: [N:1]([O-:3])=O.[Na+].[C:5]1([C:11](=[O:19])[CH2:12][C:13]2[CH:18]=[CH:17][CH:16]=[CH:15][N:14]=2)[CH:10]=[CH:9][CH:8]=[CH:7][CH:6]=1.Cl.C(=O)([O-])[O-].[Na+].[Na+]>O>[C:5]1([C:11](=[O:19])[C:12]([C:13]2[CH:18]=[CH:17][CH:16]=[CH:15][N:14]=2)=[N:1][OH:3])[CH:6]=[CH:7][CH:8]=[CH:9][CH:10]=1 |f:0.1,4.5.6|. Procedure: A solution of 8.75 g (127 mmol) of sodium nitrite in water was added dropwise to a solution of 25 g (127 mmol) of 1-phenyl-2-pyridin-2-ylethanone in 250 ml of water/conc. hydrochloric acid (8:1) at room temperature. After 2 h, the solution was neutralized with sodium carbonate. The product crystallized out overnight to result in 25.3 g of 1-phenyl-2-pyridin-2-ylethane-1,2-dione 2-oxime.